Dataset: the Open Reaction Database (ORD), a public repository of structured organic reaction records. Task: describe an organic reaction: reactants, conditions, products, and yield The reactants are COC1=CC=C(C=C1C(=O)O)C(=O)N (6-methoxyisophthalamic acid), NC1=CC=C(C(=O)OCC)C=C1 (ethyl 4-amino-benzoate). Yields the product C(C)OC(C1=CC=C(C=C1)NC(C1=C(C=CC(=C1)C(N)=O)OC)=O)=O (4-(5-carbamoyl-2-methoxybenzoylamino)benzoic acid ethyl ester). Reaction SMILES: [CH3:1][O:2][C:3]1[C:8]([C:9]([OH:11])=O)=[CH:7][C:6]([C:12]([NH2:14])=[O:13])=[CH:5][CH:4]=1.[NH2:15][C:16]1[CH:26]=[CH:25][C:19]([C:20]([O:22][CH2:23][CH3:24])=[O:21])=[CH:18][CH:17]=1>>[CH2:23]([O:22][C:20](=[O:21])[C:19]1[CH:25]=[CH:26][C:16]([NH:15][C:9](=[O:11])[C:8]2[CH:7]=[C:6]([C:12](=[O:13])[NH2:14])[CH:5]=[CH:4][C:3]=2[O:2][CH3:1])=[CH:17][CH:18]=1)[CH3:24]. Reported procedure: The captioned compound was synthesized from 6-methoxyisophthalamic acid and ethyl 4-amino-benzoate by the same procedure as in the manufacturing method described in step C of Example 1-3-1. Starting materials: OC1=C(C=C(C=O)C=C1OC)I (4-hydroxy-3-iodo-5-methoxybenzaldehyde), C(CO)O (ethylene glycol), Cl[Si](C)(C)C (chlorotrimethylsilane). The solvent is ClCCl (dichloromethane). The product is O1C(OCC1)C1=CC(=C(C(=C1)OC)O)I (4-[1,3]dioxolan-2-yl-2-iodo-6-methoxy-phenol). Yield: 95.3%. RXN SMILES: [OH:1][C:2]1[C:9]([O:10][CH3:11])=[CH:8][C:5]([CH:6]=[O:7])=[CH:4][C:3]=1[I:12].[CH2:13](O)[CH2:14][OH:15].Cl[Si](C)(C)C>ClCCl>[O:7]1[CH2:13][CH2:14][O:15][CH:6]1[C:5]1[CH:8]=[C:9]([O:10][CH3:11])[C:2]([OH:1])=[C:3]([I:12])[CH:4]=1. Procedure: A mixture of 4-hydroxy-3-iodo-5-methoxybenzaldehyde (20 g, 72 mmoles), ethylene glycol (8.0 mL, 144 mmoles), and chlorotrimethylsilane 36.5 mL, 0.29 moles) in dichloromethane (300 mL) was heated at reflux for 16 hours. The mixture was cooled to room temperature and washed with saturated sodium hydrogencarbonate (3×200 mL). The combined aqueous phases were; extracted with dichloromethane (3×150 mL). The combined organic extracts were washed with saturated sodium chloride (200 mL), dried over MgSO...